Dataset: the Open Reaction Database (ORD), a public repository of structured organic reaction records. Task: describe an organic reaction: reactants, conditions, products, and yield The reactants are NC1=CC=C(C=C1)N1CCN(CC1)C1=CC=NC=C1 (1-(4-aminophenyl)-4-(4-pyridyl)piperazine), C1(CCC(=O)O1)=O (succinic anhydride). The solvent is CN(C)C=O (DMF). Run at time 2.5 hour. Yields the product O=C(CCC(=O)O)NC1=CC=C(C=C1)N1CCN(CC1)C1=CC=NC=C1 (4-oxo-4-[4-[4-(4-pyridyl)piperazin-1-yl]phenyl]aminobutyric acid). Isolated yield 76.1%. As a reaction SMILES: [NH2:1][C:2]1[CH:7]=[CH:6][C:5]([N:8]2[CH2:13][CH2:12][N:11]([C:14]3[CH:19]=[CH:18][N:17]=[CH:16][CH:15]=3)[CH2:10][CH2:9]2)=[CH:4][CH:3]=1.[C:20]1(=[O:26])[O:25][C:23](=[O:24])[CH2:22][CH2:21]1>CN(C=O)C>[O:26]=[C:20]([NH:1][C:2]1[CH:3]=[CH:4][C:5]([N:8]2[CH2:13][CH2:12][N:11]([C:14]3[CH:19]=[CH:18][N:17]=[CH:16][CH:15]=3)[CH2:10][CH2:9]2)=[CH:6][CH:7]=1)[CH2:21][CH2:22][C:23]([OH:25])=[O:24]. Reported procedure: To a solution of 1-(4-aminophenyl)-4-(4-pyridyl)piperazine (100 mg) in DMF (8 ml) was added succinic anhydride (79 mg). The reaction mixture was stirred at room temperature for 2.5 hr and a precipitate was collected, washed with DMF and ethanol, then dried to give the title compound (106 mg) as a beige-coloured solid: m.p. 263°-264° C.; NMR (d6 -DMSO+CF3CO2H) δ2.68 (4H, m), 3.80 (4H, m), 4.19 (4H, m), 7.20 (2H, d), 7.56 (2H, d), 7.82 (2H, d), 8.21 (2H, d), 9.62 (1H, s); m/Z 355 (M+H)+ ; calculat... Starting materials: C(C1=CC=CC=C1)OC(=O)CCC[C@@H](C(=O)O[C@H](CC(=O)N)CCCCCCCCCCCC(C)C)NC(C[C@H](CCCCCCCCCCCC(C)C)O)=O ((3S)-3-[(2S)-5-benzyloxycarbonyl-2-{(3S)-3-hydroxy-15-methylhexadecanoylamino}pentanoyl]oxy-15-methylhexadecanamide), O (water). The reagents and catalysts are [Pd] (palladium). The solvent is O1CCOCC1 (1,4-dioxane), CO (methanol). Run at time 1 hour. Product: C(=O)(O)CCC[C@@H](C(=O)O[C@H](CC(=O)N)CCCCCCCCCCCC(C)C)NC(C[C@H](CCCCCCCCCCCC(C)C)O)=O ((3S)-3-[(2S)-5-carboxy-2-{(3S)-3-hydroxy-15-methylhexadecanoylamino}-pentanoyl]oxy-15-methylhexadecanamide). Yield: 79.1%. As a reaction SMILES: C([O:8][C:9]([CH2:11][CH2:12][CH2:13][C@H:14]([NH:37][C:38](=[O:56])[CH2:39][C@@H:40]([OH:55])[CH2:41][CH2:42][CH2:43][CH2:44][CH2:45][CH2:46][CH2:47][CH2:48][CH2:49][CH2:50][CH2:51][CH:52]([CH3:54])[CH3:53])[C:15]([O:17][C@@H:18]([CH2:23][CH2:24][CH2:25][CH2:26][CH2:27][CH2:28][CH2:29][CH2:30][CH2:31][CH2:32][CH2:33][CH:34]([CH3:36])[CH3:35])[CH2:19][C:20]([NH2:22])=[O:21])=[O:16])=[O:10])C1C=CC=CC=1.O>O1CCOCC1.CO.[Pd]>[C:9]([CH2:11][CH2:12][CH2:13][C@H:14]([NH:37][C:38](=[O:56])[CH2:39][C@@H:40]([OH:55])[CH2:41][CH2:42][CH2:43][CH2:44][CH2:45][CH2:46][CH2:47][CH2:48][CH2:49][CH2:50][CH2:51][CH:52]([CH3:54])[CH3:53])[C:15]([O:17][C@@H:18]([CH2:23][CH2:24][CH2:25][CH2:26][CH2:27][CH2:28][CH2:29][CH2:30][CH2:31][CH2:32][CH2:33][CH:34]([CH3:35])[CH3:36])[CH2:19][C:20]([NH2:22])=[O:21])=[O:16])([OH:10])=[O:8]. Reported procedure: To a solution of (3S)-3-[(2S)-5-benzyloxycarbonyl-2-{(3S)-3-hydroxy-15-methylhexadecanoylamino}pentanoyl]oxy-15-methylhexadecanamide (80 mg) in a mixture of 1,4-dioxane (10 ml) and methanol (10 ml) were added 10% palladium on active carbon (50 mg) and water (1 ml). The mixture was stirred at room temperature under hydrogen atmosphere for 1 hour. The catalyst was filtered off and the solvent was removed under reduced pressure to give (3S)-3-[(2S)-5-carboxy-2-{(3S)-3-hydroxy-15-methylhexadecanoyla... Starting materials: [Si](C)(C)(C(C)(C)C)OCC1(CC=2N(CCS1)C(=NN2)C2(CC2)C2=CC=C(C=C2)B2OC(C(O2)(C)C)(C)C)C (8-({[Tert-butyl(dimethyl)silyl]oxy}methyl)-8-methyl-3-{1-[4-(4,4,5,5-tetramethyl-1,3,2-dioxaborolan-2-yl)phenyl]cyclopropyl}-5,6,8,9-tetrahydro[1,2,4]triazolo[4,3-d][1,4]thiazepine), BrC=1C=CC(N(C1)C)=O (5-bromo-1-methylpyridine-2(1H)-one), C([O-])([O-])=O.[K+].[K+] (potassium carbonate), C(O)([O-])=O.[Na+] (sodium hydrogencarbonate). Reagents/catalysts: C=1C=CC(=CC1)[P](C=2C=CC=CC2)(C=3C=CC=CC3)[Pd]([P](C=4C=CC=CC4)(C=5C=CC=CC5)C=6C=CC=CC6)([P](C=7C=CC=CC7)(C=8C=CC=CC8)C=9C=CC=CC9)[P](C=1C=CC=CC1)(C=1C=CC=CC1)C=1C=CC=CC1 (tetrakis(triphenylphosphine)palladium(0)). The solvent is C(OC)COC (dimethoxyethane), O (water). Yields the product [Si](C)(C)(C(C)(C)C)OCC1(CC=2N(CCS1)C(=NN2)C2(CC2)C2=CC=C(C=C2)C=2C=CC(N(C2)C)=O)C (5-(4-{1-[8-({[Tert-butyl(dimethyl)silyl]oxy}methyl)-8-methyl-5,6,8,9-tetrahydro[1,2,4]triazolo[4,3-d][1,4]thiazepin-3-yl]cyclopropyl}phenyl)-1-methylpyridine-2(1H)-one). Isolated yield 74.9%. As a reaction SMILES: [Si:1]([O:8][CH2:9][C:10]1([CH3:38])[S:16][CH2:15][CH2:14][N:13]2[C:17]([C:20]3([C:23]4[CH:28]=[CH:27][C:26](B5OC(C)(C)C(C)(C)O5)=[CH:25][CH:24]=4)[CH2:22][CH2:21]3)=[N:18][N:19]=[C:12]2[CH2:11]1)([C:4]([CH3:7])([CH3:6])[CH3:5])([CH3:3])[CH3:2].Br[C:40]1[CH:41]=[CH:42][C:43](=[O:47])[N:44]([CH3:46])[CH:45]=1.C(=O)([O-])[O-].[K+].[K+].C(=O)([O-])O.[Na+]>C(COC)OC.O.C1C=CC([P]([Pd]([P](C2C=CC=CC=2)(C2C=CC=CC=2)C2C=CC=CC=2)([P](C2C=CC=CC=2)(C2C=CC=CC=2)C2C=CC=CC=2)[P](C2C=CC=CC=2)(C2C=CC=CC=2)C2C=CC=CC=2)(C2C=CC=CC=2)C2C=CC=CC=2)=CC=1>[Si:1]([O:8][CH2:9][C:10]1([CH3:38])[S:16][CH2:15][CH2:14][N:13]2[C:17]([C:20]3([C:23]4[CH:28]=[CH:27][C:26]([C:40]5[CH:41]=[CH:42][C:43](=[O:47])[N:44]([CH3:46])[CH:45]=5)=[CH:25][CH:24]=4)[CH2:21][CH2:22]3)=[N:18][N:19]=[C:12]2[CH2:11]1)([C:4]([CH3:7])([CH3:6])[CH3:5])([CH3:3])[CH3:2] |f:2.3.4,5.6,^1:69,71,90,109|. Procedure details: A solution of the compound (555 mg, 1.0 mmol) obtained in Example 16-5), 5-bromo-1-methylpyridine-2(1H)-one (284 mg, 1.5 mmol), tetrakis(triphenylphosphine)palladium(0) (231 mg, 0.2 mmol), and potassium carbonate (276 mg, 2 mmol) in dimethoxyethane (4 mL) and water (1 mL) was stirred at 130° C. for 1.5 h under microwave irradiation. The reaction mixture was cooled to room temperature, saturated aqueous sodium hydrogencarbonate was added to the reaction mixture, the mixture was extracted with dic... Starting materials: C=O (formaldehyde), C(#N)[BH3-].[Na+] (sodium cyanoborohydride), C(#N)[BH3-].[Na+] (sodium cyanoborohydride), resultant solution, CC(=O)C (acetone), N[C@H]1C[C@H]([C@H](CC1)N1C([C@H](CC1)NC(OCC1=CC=CC=C1)=O)=O)CS(=O)(=O)C(C)C (benzyl (S)-1-((1S,2R,4R)-4-amino-2-(isopropylsulfonylmethyl)cyclohexyl)-2-oxopyrrolidin-3-ylcarbamate). Run in C(Cl)Cl (CH2Cl2). Reaction conditions: time 10 hour. Yields the product C(C)(C)N([C@H]1C[C@H]([C@H](CC1)N1C([C@H](CC1)NC(OCC1=CC=CC=C1)=O)=O)CS(=O)(=O)C(C)C)C (benzyl (S)-1-((1S,2R,4R)-4-(isopropyl(methyl)amino)-2-(isopropylsulfonylmethyl)cyclohexyl)-2-oxopyrrolidin-3-ylcarbamate). RXN SMILES: [NH2:1][C@@H:2]1[CH2:7][CH2:6][C@H:5]([N:8]2[CH2:12][CH2:11][C@H:10]([NH:13][C:14](=[O:23])[O:15][CH2:16][C:17]3[CH:22]=[CH:21][CH:20]=[CH:19][CH:18]=3)[C:9]2=[O:24])[C@H:4]([CH2:25][S:26]([CH:29]([CH3:31])[CH3:30])(=[O:28])=[O:27])[CH2:3]1.[CH3:32][C:33]([CH3:35])=O.[C:36]([BH3-])#N.[Na+].C=O>C(Cl)Cl>[CH:33]([N:1]([CH3:36])[C@@H:2]1[CH2:7][CH2:6][C@H:5]([N:8]2[CH2:12][CH2:11][C@H:10]([NH:13][C:14](=[O:23])[O:15][CH2:16][C:17]3[CH:22]=[CH:21][CH:20]=[CH:19][CH:18]=3)[C:9]2=[O:24])[C@H:4]([CH2:25][S:26]([CH:29]([CH3:31])[CH3:30])(=[O:28])=[O:27])[CH2:3]1)([CH3:35])[CH3:32] |f:2.3|. Procedure details: The entirety of benzyl benzyl (S)-1-((1S,2R,4R)-4-amino-2-(isopropylsulfonylmethyl)cyclohexyl)-2-oxopyrrolidin-3-ylcarbamate prepared in Step 1 (1 eq) was dissolved in CH2Cl2 (20 mL). The resultant solution was charged with acetone (10 eq) and stirred at RT for 10 min before sodium cyanoborohydride (2 eq) was added in one portion. The reaction was stirred at RT for 10 h and then charged successively with formaldehyde (10 eq in 37 wt % aq soln) and sodium cyanoborohydride (2 eq). The reaction was... Reactants: FC=1C=C(C=CC1C(F)(F)F)C1=CC(=NO1)CO ((5-(3-fluoro-4-(trifluoromethyl)phenyl)isoxazol-3-yl)methanol), ClN1C(CCC1=O)=O (N-chlorosuccinimide), S(O)(O)(=O)=O (sulphuric acid), C(C)(=O)O (acetic acid). Run in O (water). Run at temperature 120 celsius, time 5 hour. The product is C(C)(=O)OCC1=NOC(=C1Cl)C1=CC(=C(C=C1)C(F)(F)F)F ((4-chloro-5-(3-fluoro-4-(trifluoromethyl)phenyl)isoxazol-3-yl)methyl acetate). RXN SMILES: [F:1][C:2]1[CH:3]=[C:4]([C:12]2[O:16][N:15]=[C:14]([CH2:17][OH:18])[CH:13]=2)[CH:5]=[CH:6][C:7]=1[C:8]([F:11])([F:10])[F:9].[Cl:19]N1C(=O)CCC1=O.S(=O)(=O)(O)O.[C:32]([OH:35])(=O)[CH3:33]>O>[C:32]([O:18][CH2:17][C:14]1[C:13]([Cl:19])=[C:12]([C:4]2[CH:5]=[CH:6][C:7]([C:8]([F:9])([F:11])[F:10])=[C:2]([F:1])[CH:3]=2)[O:16][N:15]=1)(=[O:35])[CH3:33]. Procedure: To a solution of (5-(3-fluoro-4-(trifluoromethyl)phenyl)isoxazol-3-yl)methanol (1.4 g, 5.36 mmol) in acetic acid (12 mL), N-chlorosuccinimide (1.07 g, 8.04 mmol) and sulphuric acid (0.6 mL) were added. The reaction mixture was stirred for 5 hours at 120° C. before being allowed to cool and then diluted with water (100 mL). The aqueous reaction mixture was extracted with diethyl ether (3×100 mL), the organics combined, washed with brine, dried with Na2SO4. The volatiles were removed in vacuo and ... The reactants are CC[SiH](CC)CC, O=C1c2ccccc2-c2[nH]c(=O)c3ccccc3c21, O=C(O)C(F)(F)F. The product is O=c1[nH]c2c(c3ccccc13)Cc1ccccc1-2. Reaction SMILES: [CH2:20]([SiH:21]([CH2:22][CH3:23])[CH2:24][CH3:25])[CH3:26].[O:1]=[c:2]1[nH:3][c:4]2[c:5]([c:6]3[cH:7][cH:8][cH:9][cH:10][c:11]13)[C:12](=[O:19])[c:13]1[cH:14][cH:15][cH:16][cH:17][c:18]1-2.[OH:27][C:28]([C:29]([F:30])([F:31])[F:32])=[O:33]>>[O:1]=[c:2]1[nH:3][c:4]2[c:5]([c:6]3[cH:7][cH:8][cH:9][cH:10][c:11]13)[CH2:12][c:13]1[cH:14][cH:15][cH:16][cH:17][c:18]1-2. Starting materials: C1CCOC1, CC(=O)O, O, CC#CCCC(C)(C=CC1C(O)CC(=O)C1CCCCCCC(=O)O)OC1CCCCO1. Yields the product CC#CCCC(C)(O)C=CC1C(O)CC(=O)C1CCCCCCC(=O)O. As a reaction SMILES: [CH2:38]1[O:39][CH2:40][CH2:41][CH2:42]1.[CH3:33][C:34](=[O:35])[OH:36].[OH2:37].[OH:1][CH:2]1[CH2:3][C:4](=[O:32])[CH:5]([CH2:6][CH2:7][CH2:8][CH2:9][CH2:10][CH2:11][C:12](=[O:13])[OH:14])[CH:15]1[CH:16]=[CH:17][C:18]([CH2:19][CH2:20][C:21]#[C:22][CH3:23])([O:24][CH:25]1[CH2:26][CH2:27][CH2:28][CH2:29][O:30]1)[CH3:31]>>[OH:1][CH:2]1[CH2:3][C:4](=[O:32])[CH:5]([CH2:6][CH2:7][CH2:8][CH2:9][CH2:10][CH2:11][C:12](=[O:13])[OH:14])[CH:15]1[CH:16]=[CH:17][C:18]([CH2:19][CH2:20][C:21]#[C:22][CH3:23])([OH:24])[CH3:31]. Starting materials: CO (methanol), N1(CCOCC1)C(C[C@H](CSC1=CC=CC=C1)NC1=C(C=C(C=C1)S(=O)(=O)N)S(=O)(=O)C(F)(F)F)=O (4-((R)-3-morpholin-4-yl-3-oxo-1-phenylsulfanylmethyl-propylamino)-3-trifluoromethanesulfonyl-benzenesulfonamide), Cl (hydrochloric acid). Run in O1CCCC1 (tetrahydrofuran). Run at temperature 55 celsius, time 24 hour. Yields the product N1(CCOCC1)CC[C@H](CSC1=CC=CC=C1)NC1=C(C=C(C=C1)S(=O)(=O)N)S(=O)(=O)C(F)(F)F (4-((R)-3-morpholin-4-yl-1-phenylsulfanylmethyl-propylamino)-3-trifluoromethanesulfonyl-benzenesulfonamide). The yield is 76.0%. As a reaction SMILES: [N:1]1([C:7](=O)[CH2:8][C@@H:9]([NH:18][C:19]2[CH:24]=[CH:23][C:22]([S:25]([NH2:28])(=[O:27])=[O:26])=[CH:21][C:20]=2[S:29]([C:32]([F:35])([F:34])[F:33])(=[O:31])=[O:30])[CH2:10][S:11][C:12]2[CH:17]=[CH:16][CH:15]=[CH:14][CH:13]=2)[CH2:6][CH2:5][O:4][CH2:3][CH2:2]1.CO.Cl>O1CCCC1>[N:1]1([CH2:7][CH2:8][C@@H:9]([NH:18][C:19]2[CH:24]=[CH:23][C:22]([S:25]([NH2:28])(=[O:26])=[O:27])=[CH:21][C:20]=2[S:29]([C:32]([F:33])([F:34])[F:35])(=[O:30])=[O:31])[CH2:10][S:11][C:12]2[CH:13]=[CH:14][CH:15]=[CH:16][CH:17]=2)[CH2:6][CH2:5][O:4][CH2:3][CH2:2]1. Procedure: Borane tetrahydrofuran complex (4.21 mmol) was added dropwise over 2 h to the amide intermediate c (1.24 mmol) in tetrahydrofuran (10 ml) at room temperature under a nitrogen atmosphere. The solution was then stirred at 55° C. for 24 h. The solution was cooled to 0° C. and treated with methanol (2 ml). To this mixture was added concentrated hydrochloric acid (0.5 ml) and the solution heated at 65° C. for 10 h. The solution was then concentrated in vacuo and poured into a 2 N sodium hydroxide sol... Starting materials: CN(C)CCO, ClCCl, Cc1cccc(-c2nn3c(c2-c2ccc4ncc(Cl)nc4c2)CCC3)n1, [H-], [Na+], CN(C)C=O. The product is Cc1cccc(-c2nn3c(c2-c2ccc4ncc(OCCN(C)C)nc4c2)CCC3)n1. RXN SMILES: [CH3:1][N:2]([CH2:3][CH2:4][OH:5])[CH3:6].[Cl:40][CH2:41][Cl:42].[Cl:9][c:10]1[n:11][c:12]2[cH:13][c:14](-[c:20]3[c:21]4[n:22]([n:23][c:24]3-[c:25]3[n:26][c:27]([CH3:31])[cH:28][cH:29][cH:30]3)[CH2:32][CH2:33][CH2:34]4)[cH:15][cH:16][c:17]2[n:18][cH:19]1.[H-:7].[Na+:8].[O:35]=[CH:36][N:37]([CH3:38])[CH3:39]>>[CH3:1][N:2]([CH2:3][CH2:4][O:5][c:10]1[n:11][c:12]2[cH:13][c:14](-[c:20]3[c:21]4[n:22]([n:23][c:24]3-[c:25]3[n:26][c:27]([CH3:31])[cH:28][cH:29][cH:30]3)[CH2:32][CH2:33][CH2:34]4)[cH:15][cH:16][c:17]2[n:18][cH:19]1)[CH3:6]. Reactants: CCOC(C)=O, [Ca+2], Cl, Cc1cc(N)cc(C)c1S(=O)(=O)C[N+](=O)[O-], O=C([O-])[O-], O=C(Cl)COc1ccccc1, O=C=O, C1CCOC1, O. The product is Cc1cc(NC(=O)COc2ccccc2)cc(C)c1S(=O)(=O)C[N+](=O)[O-]. As a reaction SMILES: [CH3:42][CH2:43][O:44][C:45](=[O:46])[CH3:47].[Ca+2:12].[ClH:36].[NH2:17][c:18]1[cH:19][c:20]([CH3:32])[c:21]([S:25](=[O:26])(=[O:27])[CH2:28][N+:29](=[O:30])[O-:31])[c:22]([CH3:24])[cH:23]1.[O-:13][C:14](=[O:15])[O-:16].[O:1]([c:2]1[cH:3][cH:4][cH:5][cH:6][cH:7]1)[CH2:8][C:9](=[O:10])[Cl:11].[O:33]=[C:34]=[O:35].[O:37]1[CH2:38][CH2:39][CH2:40][CH2:41]1.[OH2:48]>>[O:1]([c:2]1[cH:3][cH:4][cH:5][cH:6][cH:7]1)[CH2:8][C:9](=[O:10])[NH:17][c:18]1[cH:19][c:20]([CH3:32])[c:21]([S:25](=[O:26])(=[O:27])[CH2:28][N+:29](=[O:30])[O-:31])[c:22]([CH3:24])[cH:23]1.